Dataset: the Open Reaction Database (ORD), a public repository of structured organic reaction records. Task: describe an organic reaction: reactants, conditions, products, and yield Starting materials: C1COCCO1, Cl, CC(C)(C)OC(=O)NC(Cc1ccc(O)c(O)c1)C(=O)OCC(O)COC(=O)c1ccccc1. Product: Cl, NC(Cc1ccc(O)c(O)c1)C(=O)OCC(O)COC(=O)c1ccccc1. As a reaction SMILES: [CH2:36]1[O:37][CH2:38][CH2:39][O:40][CH2:41]1.[ClH:35].[OH:1][c:2]1[cH:3][c:4]([CH2:9][CH:10]([C:11](=[O:12])[O:13][CH2:14][CH:15]([CH2:16][O:17][C:18](=[O:19])[c:20]2[cH:21][cH:22][cH:23][cH:24][cH:25]2)[OH:26])[NH:27][C:28]([O:29][C:30]([CH3:31])([CH3:32])[CH3:33])=[O:34])[cH:5][cH:6][c:7]1[OH:8]>>[ClH:35].[OH:1][c:2]1[cH:3][c:4]([CH2:9][CH:10]([C:11](=[O:12])[O:13][CH2:14][CH:15]([CH2:16][O:17][C:18](=[O:19])[c:20]2[cH:21][cH:22][cH:23][cH:24][cH:25]2)[OH:26])[NH2:27])[cH:5][cH:6][c:7]1[OH:8].